This data is from the Open Reaction Database (ORD), a public repository of structured organic reaction records. The task is: describe an organic reaction: reactants, conditions, products, and yield The reactants are Cl.C(C)OC(CCN)=O (3-amino-propanoic acid ethyl ester HCl salt), CC1(C(CCC1)=O)C (2,2-dimethyl-cyclopentanone), C(C)(=O)[O-].[Na+] (sodium acetate), C(C)(=O)O[BH-](OC(C)=O)OC(C)=O.[Na+] (sodium triacetoxyborohydride). Run in ClCCl (dichloromethane). Conditions: time 8 hour. Product: C(C)OC(CCNC1C(CCC1)(C)C)=O ((rac)-3-(2,2-dimethyl-cyclopentylamino)-propanoic acid ethyl ester). Isolated yield 80.2%. As a reaction SMILES: Cl.[CH2:2]([O:4][C:5](=[O:9])[CH2:6][CH2:7][NH2:8])[CH3:3].[CH3:10][C:11]1([CH3:17])[CH2:15][CH2:14][CH2:13][C:12]1=O.C([O-])(=O)C.[Na+].C(O[BH-](OC(=O)C)OC(=O)C)(=O)C.[Na+]>ClCCl>[CH2:2]([O:4][C:5](=[O:9])[CH2:6][CH2:7][NH:8][CH:12]1[CH2:13][CH2:14][CH2:15][C:11]1([CH3:17])[CH3:10])[CH3:3] |f:0.1,3.4,5.6|. Procedure: To a solution of 13.8 g (0.090 mole) of 3-amino-propanoic acid ethyl ester HCl salt and 10.0 g (0.090 mole) of 2,2-dimethyl-cyclopentanone in 500 mL of dichloromethane was added 16.4 g (0.198 mole) of sodium acetate and 28.6 g (0.135 mole) of sodium triacetoxyborohydride. The mixture was stirred at ambient temperature overnight and then quenched by the addition of 100 mL of 10% sodium bicarbonate solution. The aqueous layer was extracted twice with 300 mL of dichloromethane, and the combined dic...